From a dataset of the Open Reaction Database (ORD), a public repository of structured organic reaction records. describe an organic reaction: reactants, conditions, products, and yield Starting materials: CN(C)C=O (DMF), BrC1=CC2=C(NC(O2)=O)C=C1 (6-bromo-2(3H)-benzoxazolone), C(#N)[Cu] (CuCN), [C-]#N.[Na+] (NaCN). Solvent: O (H2O). Run at temperature 150 celsius, time 2 hour. The product is OC1=CC(=CC2=C1NC(O2)=O)C#N (2,3-Dihydro-4-hydroxy-2-oxo-6-benzoxazolecarbonitrile). Yield: 88.5%. As a reaction SMILES: CN(C=[O:5])C.Br[C:7]1[CH:16]=[CH:15][C:10]2[NH:11][C:12](=[O:14])[O:13][C:9]=2[CH:8]=1.[C:17]([Cu])#[N:18].[C-]#N.[Na+]>O>[OH:5][C:15]1[C:10]2[NH:11][C:12](=[O:14])[O:13][C:9]=2[CH:8]=[C:7]([C:17]#[N:18])[CH:16]=1 |f:3.4|. Procedure details: To a solution of DMF (110 ml) was added 6-bromo-2(3H)-benzoxazolone (50 g, 0.234 mole) and CuCN (89.6 g, 0.398 mole) and the mixture heated to 150° C. for 6 h under nitrogen. The reaction was then cooled to 100° C., H2O (200 ml) and NaCN (36 g, 0.734 mole) added, the suspension stirred for 2 h at ambient temperature and partitioned with EtOAc at 70° C. The organic phase was washed with H2O (2×150 ml) and concentrated in vacuo to give the title compound as a tan solid (33.2 g, 88.5%); mp>220° C.;... The reactants are CC(C)(S(=O)(=O)C)C=1C=C2C=CC=NC2=C(C1)C=1C=C(C=CC1)C1=C(N=C(S1)C(=O)O)C1=CC=C(C=C1)S(=O)(=O)C (5-(3-{6-[1-methyl-1-(methylsulfonyl)ethyl]quinolin-8-yl}phenyl)-4-[4-(methylsulfonyl)phenyl]-1,3-thiazole-2-carboxylic acid), C1=CN(C=N1)C(=O)N2C=CN=C2 (CDI), O (water), C(C)(N)=NO (acetamidoxime). Solvent: CN(C)C=O (DMF). Reaction conditions: temperature 110 celsius, time 5 minute. Yields the product CC(C)(S(=O)(=O)C)C=1C=C2C=CC=NC2=C(C1)C1=CC(=CC=C1)C1=C(N=C(S1)C1=NC(=NO1)C)C1=CC=C(C=C1)S(=O)(=O)C (6-[1-methyl-1-(methylsulfonyl)ethyl]-8-(3-{2-(3-methyl-1,2,4-oxadiazol-5-yl)-4-[4-(methylsulfonyl)phenyl]-1,3-thiazol-5-yl}phenyl)quinoline). RXN SMILES: [CH3:1][C:2]([C:8]1[CH:9]=[C:10]2[C:15](=[C:16]([C:18]3[CH:19]=[C:20]([C:24]4[S:28][C:27]([C:29](O)=O)=[N:26][C:25]=4[C:32]4[CH:37]=[CH:36][C:35]([S:38]([CH3:41])(=[O:40])=[O:39])=[CH:34][CH:33]=4)[CH:21]=[CH:22][CH:23]=3)[CH:17]=1)[N:14]=[CH:13][CH:12]=[CH:11]2)([S:4]([CH3:7])(=[O:6])=[O:5])[CH3:3].C1N=CN(C(N2C=NC=C2)=O)C=1.[C:54](=[N:57][OH:58])([NH2:56])[CH3:55].O>CN(C=O)C>[CH3:3][C:2]([C:8]1[CH:9]=[C:10]2[C:15](=[C:16]([C:18]3[CH:23]=[CH:22][CH:21]=[C:20]([C:24]4[S:28][C:27]([C:29]5[O:58][N:57]=[C:54]([CH3:55])[N:56]=5)=[N:26][C:25]=4[C:32]4[CH:33]=[CH:34][C:35]([S:38]([CH3:41])(=[O:39])=[O:40])=[CH:36][CH:37]=4)[CH:19]=3)[CH:17]=1)[N:14]=[CH:13][CH:12]=[CH:11]2)([S:4]([CH3:7])(=[O:5])=[O:6])[CH3:1]. Procedure: To a solution of acid from step 1 in DMF (0.05M) was added CDI (1.1 eq) and, after 5 min, acetamidoxime (1.1 eq). The reaction mixture was stirred at rt for 1 h and 18 h at 110° C. The reaction mixture was cooled to rt and poured into water. The residue was purified by flash chromatography (toluene:EtOAc, 45:55) to afforded the title compound and decarboxylated analog EXAMPLE 73 (more polar product).